Dataset: the Open Reaction Database (ORD), a public repository of structured organic reaction records. Task: describe an organic reaction: reactants, conditions, products, and yield The reactants are ( B ), OC1=NC(=NC(=C1)C)C(Cl)(Cl)Cl (4-hydroxy-6-methyl-2-trichloromethylpyrimidine), CN(C(=O)Cl)C (dimethylcarbamoyl chloride). The product is CN(C(OC1=NC(=NC(=C1)C)C(Cl)(Cl)Cl)=O)C (6-methyl-2-trichloromethyl-4-pyrimidinyl dimethylcarbamate). Reaction SMILES: [OH:1][C:2]1[CH:7]=[C:6]([CH3:8])[N:5]=[C:4]([C:9]([Cl:12])([Cl:11])[Cl:10])[N:3]=1.[CH3:13][N:14]([CH3:18])[C:15](Cl)=[O:16]>>[CH3:13][N:14]([CH3:18])[C:15](=[O:16])[O:1][C:2]1[CH:7]=[C:6]([CH3:8])[N:5]=[C:4]([C:9]([Cl:12])([Cl:10])[Cl:11])[N:3]=1. Procedure details: The pyrimidinyl carbamate compounds of the present invention may be prepared by reacting trichloroacetamidine with the corresponding acetoacetate to form the corresponding 4-hydroxy-2-trichloromethylpyrimidine, which is then reacted with a selected carbamoyl chloride. These general reactions are illustrated below in equations (A) and (B). In equation (A), trichloroacetamidine is reacted with methylacetoacetate to form 4-hydroxy-6-methyl-2-trichloromethylpyrimidine. In equation (B), the 4-hydroxy... Starting materials: ClC1=C2C=CC(=NC2=NC=C1)CCC (5-Chloro-2-propyl-[1,8]naphthyridine), NC1=C(C=CC(=C1)OCC1=CC(=CC=C1)Br)SC1=CC=C(C=C1)O (4-[2-Amino-4-(3-bromo-benzyloxy)-phenylsulfanyl]-phenol). Product: BrC=1C=C(COC2=CC(=C(C=C2)SC2=CC=C(C=C2)O)NC2=CC=NC3=NC(=CC=C23)CCC)C=CC1 (4-[4-(3-Bromo-benzyloxy)-2-(7-propyl-[1,8]naphthyridin-4-ylamino)-phenylsulfanyl]-phenol). As a reaction SMILES: Cl[C:2]1[CH:11]=[CH:10][N:9]=[C:8]2[C:3]=1[CH:4]=[CH:5][C:6]([CH2:12][CH2:13][CH3:14])=[N:7]2.[NH2:15][C:16]1[CH:21]=[C:20]([O:22][CH2:23][C:24]2[CH:29]=[CH:28][CH:27]=[C:26]([Br:30])[CH:25]=2)[CH:19]=[CH:18][C:17]=1[S:31][C:32]1[CH:37]=[CH:36][C:35]([OH:38])=[CH:34][CH:33]=1>>[Br:30][C:26]1[CH:25]=[C:24]([CH:29]=[CH:28][CH:27]=1)[CH2:23][O:22][C:20]1[CH:19]=[CH:18][C:17]([S:31][C:32]2[CH:37]=[CH:36][C:35]([OH:38])=[CH:34][CH:33]=2)=[C:16]([NH:15][C:2]2[C:3]3[C:8](=[N:7][C:6]([CH2:12][CH2:13][CH3:14])=[CH:5][CH:4]=3)[N:9]=[CH:10][CH:11]=2)[CH:21]=1. Reported procedure: The product from Example 2g (62 mg, 0.30 mmol) was reacted with 4-[2-Amino-4-(3-bromo-benzyloxy)-phenylsulfanyl]-phenol (120 mg, 0.30 mmol) for 48 h following the procedure from Example 1g giving the crude title compound which was purified by HPLC with TFA providing the product as a trifluoroacetic acid (86 mg, 41%). 1H NMR (300 MHz, DMSO-d6) δ ppm: 0.98 (t, J=7.73 Hz, 3H) 1.85 (dt, J=7.73 Hz, 2H) 3.00 (dd, J=7.72 Hz, 2H) 5.15 (s, 2H) 6.27 (d, J=7.35 Hz, 1H) 6.66 (d, J=8.82 Hz, 2H) 7.07-7.69 (m,... Starting materials: C1CCOC1, CC(C)(C)[O-], Ic1ccc2cn[nH]c2c1, [Na+], Cc1cc(C)c(S(=O)(=O)Cl)c(C)c1. Yields the product Cc1cc(C)c(S(=O)(=O)n2ncc3ccc(I)cc32)c(C)c1. Reaction SMILES: [CH2:30]1[O:31][CH2:32][CH2:33][CH2:34]1.[CH3:11][C:12]([CH3:13])([O-:14])[CH3:15].[I:1][c:2]1[cH:3][cH:4][c:5]2[cH:6][n:7][nH:8][c:9]2[cH:10]1.[Na+:16].[c:17]1([CH3:29])[c:18]([S:25](=[O:26])(=[O:27])[Cl:28])[c:19]([CH3:24])[cH:20][c:21]([CH3:23])[cH:22]1>>[I:1][c:2]1[cH:3][cH:4][c:5]2[cH:6][n:7][n:8]([S:25]([c:18]3[c:17]([CH3:29])[cH:22][c:21]([CH3:23])[cH:20][c:19]3[CH3:24])(=[O:26])=[O:27])[c:9]2[cH:10]1.